Task: describe an organic reaction: reactants, conditions, products, and yield. Dataset: the Open Reaction Database (ORD), a public repository of structured organic reaction records Reactants: C(#N)C(C)(C)C=1C=C(C(=O)NC=2C=CC(=C(C2)NC(=O)C2=CC=3C(=NC=C(N3)C=3C=NC=CC3)S2)C)C=CC1 (N-(5-(3-(2-cyanopropan-2-yl)benzamido)-2-methylphenyl)-2-(pyridin-3-yl)thieno[2,3-b]pyrazine-6-carboxamide), CN(C1=NC=C(C=N1)B1OC(C)(C)C(C)(C)O1)C (2-dimethylamino-pyrimidine-5-boronic acid pinacol ester). Yields the product C(#N)C(C)(C)C=1C=C(C(=O)NC=2C=CC(=C(C2)NC(=O)C2=CC=3C(=NC=C(N3)C=3C=NC(=NC3)N(C)C)S2)C)C=CC1 (N-(5-(3-(2-cyanopropan-2-yl)benzamido)-2-methylphenyl)-2-(2-(dimethylamino)pyrimidin-5-yl)thieno[2,3-b]pyrazine-6-carboxamide). The yield is 13.0%. RXN SMILES: [C:1]([C:3]([C:6]1[CH:7]=[C:8]([CH:37]=[CH:38][CH:39]=1)[C:9]([NH:11][C:12]1[CH:13]=[CH:14][C:15]([CH3:36])=[C:16]([NH:18][C:19]([C:21]2[S:35][C:24]3=[N:25][CH:26]=[C:27](C4C=NC=CC=4)[N:28]=[C:23]3[CH:22]=2)=[O:20])[CH:17]=1)=[O:10])([CH3:5])[CH3:4])#[N:2].[CH3:40][N:41]([CH3:57])[C:42]1[N:47]=[CH:46][C:45](B2OC(C)(C)C(C)(C)O2)=[CH:44][N:43]=1>>[C:1]([C:3]([C:6]1[CH:7]=[C:8]([CH:37]=[CH:38][CH:39]=1)[C:9]([NH:11][C:12]1[CH:13]=[CH:14][C:15]([CH3:36])=[C:16]([NH:18][C:19]([C:21]2[S:35][C:24]3=[N:25][CH:26]=[C:27]([C:45]4[CH:46]=[N:47][C:42]([N:41]([CH3:40])[CH3:57])=[N:43][CH:44]=4)[N:28]=[C:23]3[CH:22]=2)=[O:20])[CH:17]=1)=[O:10])([CH3:5])[CH3:4])#[N:2]. Reported procedure: Preparation analogous to the synthesis of 25h by using 2-dimethylamino-pyrimidine-5-boronic acid pinacol ester (1.5 eq). Purified by HPLC to give the title compound N-(5-(3-(2-cyanopropan-2-yl)benzamido)-2-methylphenyl)-2-(2-(dimethylamino)pyrimidin-5-yl)thieno[2,3-b]pyrazine-6-carboxamide 25k (4 mg, 13%). The reactants are C(#N)C=1C=C(C=CC1OC1=C(C=C(C=C1)C(F)(F)F)C=1C=NN(C1C)C(C1=CC=CC=C1)(C1=CC=CC=C1)C1=CC=CC=C1)S(=O)(=O)NC1=NC=NS1 (3-cyano-4-[2-(5-methyl-1-trityl-1H-pyrazol-4-yl)-4-(trifluoromethyl)phenoxy]-N-1,2,4-thiadiazol-5-ylbenzenesulfonamide). Solvent: Cl (HCl), O1CCOCC1 (1,4-dioxane). Conditions: time 3 hour. Product: C(#N)C=1C=C(C=CC1OC1=C(C=C(C=C1)C(F)(F)F)C=1C=NNC1C)S(=O)(=O)NC1=NC=NS1 (3-cyano-4-[2-(5-methyl-1H-pyrazol-4-yl)-4-(trifluoromethyl)phenoxy]-N-1,2,4-thiadiazol-5-ylbenzenesulfonamide). RXN SMILES: [C:1]([C:3]1[CH:4]=[C:5]([S:45]([NH:48][C:49]2[S:53][N:52]=[CH:51][N:50]=2)(=[O:47])=[O:46])[CH:6]=[CH:7][C:8]=1[O:9][C:10]1[CH:15]=[CH:14][C:13]([C:16]([F:19])([F:18])[F:17])=[CH:12][C:11]=1[C:20]1[CH:21]=[N:22][N:23](C(C2C=CC=CC=2)(C2C=CC=CC=2)C2C=CC=CC=2)[C:24]=1[CH3:25])#[N:2]>Cl.O1CCOCC1>[C:1]([C:3]1[CH:4]=[C:5]([S:45]([NH:48][C:49]2[S:53][N:52]=[CH:51][N:50]=2)(=[O:47])=[O:46])[CH:6]=[CH:7][C:8]=1[O:9][C:10]1[CH:15]=[CH:14][C:13]([C:16]([F:19])([F:17])[F:18])=[CH:12][C:11]=1[C:20]1[CH:21]=[N:22][NH:23][C:24]=1[CH3:25])#[N:2]. Reported procedure: 3-cyano-4-[2-(5-methyl-1-trityl-1H-pyrazol-4-yl)-4-(trifluoromethyl)phenoxy]-N-1,2,4-thiadiazol-5-ylbenzenesulfonamide (Preparation 428, 345 mg, 0.46 mmol) was dissolved in 4N HCl in 1,4-dioxane (5 ml) and stirred at room temperature for 3 hours before concentrating in vacuo. The residue obtained was purified using an ISCO™ (12 g SiO2) eluting with methanol:dichloromethane (gradient 0:1 to 1:9, by volume). The purified compound was triturated with dichloromethane (10 mL) to afford the title comp...